This data is from the Open Reaction Database (ORD), a public repository of structured organic reaction records. The task is: describe an organic reaction: reactants, conditions, products, and yield Reactants: CC(C)(C)OC(=O)N1CC2(CCNCC2)C1, C1COCCO1, Cc1cc(Nc2cc(Cl)nc(N3CCCC3c3cc(-c4ccccn4)no3)n2)[nH]n1. Product: Cc1cc(Nc2cc(N3CCC4(CC3)CN(C(=O)OC(C)(C)C)C4)nc(N3CCCC3c3cc(-c4ccccn4)no3)n2)n[nH]1. Reaction SMILES: [C:31]([CH3:32])([CH3:33])([CH3:34])[O:35][C:36](=[O:37])[N:38]1[CH2:39][C:40]2([CH2:41]1)[CH2:42][CH2:43][NH:44][CH2:45][CH2:46]2.[CH2:47]1[O:48][CH2:49][CH2:50][O:51][CH2:52]1.[Cl:1][c:2]1[cH:3][c:4]([NH:24][c:25]2[cH:26][c:27]([CH3:30])[n:28][nH:29]2)[n:5][c:6]([N:8]2[CH:9]([c:13]3[cH:14][c:15](-[c:18]4[n:19][cH:20][cH:21][cH:22][cH:23]4)[n:16][o:17]3)[CH2:10][CH2:11][CH2:12]2)[n:7]1>>[c:2]1([N:44]2[CH2:43][CH2:42][C:40]3([CH2:39][N:38]([C:36]([O:35][C:31]([CH3:32])([CH3:33])[CH3:34])=[O:37])[CH2:41]3)[CH2:46][CH2:45]2)[cH:3][c:4]([NH:24][c:25]2[cH:26][c:27]([CH3:30])[nH:28][n:29]2)[n:5][c:6]([N:8]2[CH:9]([c:13]3[cH:14][c:15](-[c:18]4[n:19][cH:20][cH:21][cH:22][cH:23]4)[n:16][o:17]3)[CH2:10][CH2:11][CH2:12]2)[n:7]1. Reactants: [I-].[Na+] (sodium iodide), N1(CCNCC1)CCN1CCOCC1 (4-[2-(1-piperazinyl)ethyl]morpholine), ClCC1=NN=C(O1)C1=C2C=NN(C2=CC(=C1)C1=C2C=CNC2=CC=C1)S(=O)(=O)C1=CC=CC=C1 (4-[5-(chloromethyl)-1,3,4-oxadiazol-2-yl]-6-(1H-indol-4-yl)-1-(phenylsulfonyl)-1H-indazole), C(C)(C)N(C(C)C)CC (N,N-diisopropylethylamine), [OH-].[Na+] (sodium hydroxide). Solvent: C(C)(C)O (Isopropanol), C(C)#N (acetonitrile). Run at temperature 70 celsius, time 18 hour. The product is N1C=CC2=C(C=CC=C12)C1=CC(=C2C=NNC2=C1)C=1OC(=NN1)CN1CCN(CC1)CCN1CCOCC1 (6-(1H-Indol-4-yl)-4-[5-({4-[2-(4-morpholinyl)ethyl]-1-piperazinyl}methyl)-1,3,4-oxadiazol-2-yl]-1H-indazole). Isolated yield 50.5%. As a reaction SMILES: [N:1]1([CH2:7][CH2:8][N:9]2[CH2:14][CH2:13][O:12][CH2:11][CH2:10]2)[CH2:6][CH2:5][NH:4][CH2:3][CH2:2]1.Cl[CH2:16][C:17]1[O:21][C:20]([C:22]2[CH:30]=[C:29]([C:31]3[CH:39]=[CH:38][CH:37]=[C:36]4[C:32]=3[CH:33]=[CH:34][NH:35]4)[CH:28]=[C:27]3[C:23]=2[CH:24]=[N:25][N:26]3S(C2C=CC=CC=2)(=O)=O)=[N:19][N:18]=1.C(N(CC)C(C)C)(C)C.[I-].[Na+].[OH-].[Na+]>C(#N)C.C(O)(C)C>[NH:35]1[C:36]2[C:32](=[C:31]([C:29]3[CH:28]=[C:27]4[C:23]([CH:24]=[N:25][NH:26]4)=[C:22]([C:20]4[O:21][C:17]([CH2:16][N:4]5[CH2:3][CH2:2][N:1]([CH2:7][CH2:8][N:9]6[CH2:10][CH2:11][O:12][CH2:13][CH2:14]6)[CH2:6][CH2:5]5)=[N:18][N:19]=4)[CH:30]=3)[CH:39]=[CH:38][CH:37]=2)[CH:33]=[CH:34]1 |f:3.4,5.6|. Reported procedure: 4-[2-(1-piperazinyl)ethyl]morpholine (14.1 mg, 0.11 mmol) and 4-[5-(chloromethyl)-1,3,4-oxadiazol-2-yl]-6-(1H-indol-4-yl)-1-(phenylsulfonyl)-1H-indazole (50 mg, 0.102 mmol) were dissolved in acetonitrile (0.5 ml) and N,N-diisopropylethylamine (0.026 ml, 0.15 mmol) was added, followed by sodium iodide (15.3 mg, 0.102 mmol). The solution was stirred at 70° C. for 18 h and blown to dryness under a stream of nitrogen. Isopropanol (0.3 ml) was added followed by 2M sodium hydroxide (0.3 ml) and stirre... Reactants: BrCc1ccccc1, O=C([O-])[O-], CC(C)=O, [K+], [K+], OCc1ncccc1O. Yields the product OCc1ncccc1OCc1ccccc1. As a reaction SMILES: [Br:16][CH2:17][c:18]1[cH:19][cH:20][cH:21][cH:22][cH:23]1.[C:10](=[O:11])([O-:12])[O-:13].[CH3:24][C:25](=[O:26])[CH3:27].[K+:14].[K+:15].[OH:1][CH2:2][c:3]1[n:4][cH:5][cH:6][cH:7][c:8]1[OH:9]>>[OH:1][CH2:2][c:3]1[n:4][cH:5][cH:6][cH:7][c:8]1[O:9][CH2:17][c:18]1[cH:19][cH:20][cH:21][cH:22][cH:23]1. The reactants are CC#N, O=[N+]([O-])C=C1NCCN1Cc1ccc(Cl)nc1, Cl, O=Cc1ccco1. Product: O=[N+]([O-])C(=Cc1ccco1)C1=NCCN1Cc1ccc(Cl)nc1. RXN SMILES: [CH3:26][C:27]#[N:28].[Cl:1][c:2]1[n:3][cH:4][c:5]([CH2:8][N:9]2[C:10](=[CH:14][N+:15](=[O:16])[O-:17])[NH:11][CH2:12][CH2:13]2)[cH:6][cH:7]1.[ClH:25].[o:18]1[c:19]([CH:23]=[O:24])[cH:20][cH:21][cH:22]1>>[Cl:1][c:2]1[n:3][cH:4][c:5]([CH2:8][N:9]2[C:10]([C:14]([N+:15](=[O:16])[O-:17])=[CH:23][c:19]3[o:18][cH:22][cH:21][cH:20]3)=[N:11][CH2:12][CH2:13]2)[cH:6][cH:7]1.